From a dataset of the Open Reaction Database (ORD), a public repository of structured organic reaction records. describe an organic reaction: reactants, conditions, products, and yield Reactants: NC=1C=C(C=CC1)CC(=O)O ((3-amino-phenyl)-acetic acid), ClC(=O)OC1=CC=CC=C1 (Phenyl chloroformate), COC1=C(C=CC=C1)C1=CC(=NC=N1)N (6-(2-methoxy-phenyl)-pyrimidin-4-ylamine), CCN(C(C)C)C(C)C (DIPEA). Solvent: O1CCOCC1 (1,4-dioxane), ClCCl (dichloromethane). Reaction conditions: time 8 hour. Yields the product COC1=C(C=CC=C1)C1=CC(=NC=N1)NC(NC=1C=C(C=CC1)CC(=O)O)=O ((3-{3-[6-(2-methoxy-phenyl)-pyrimidin-4-yl]-ureido}-phenyl)-acetic acid). Reaction SMILES: Cl[C:2](OC1C=CC=CC=1)=[O:3].[CH3:11][O:12][C:13]1[CH:18]=[CH:17][CH:16]=[CH:15][C:14]=1[C:19]1[N:24]=[CH:23][N:22]=[C:21]([NH2:25])[CH:20]=1.CCN(C(C)C)C(C)C.[NH2:35][C:36]1[CH:37]=[C:38]([CH2:42][C:43]([OH:45])=[O:44])[CH:39]=[CH:40][CH:41]=1>ClCCl.O1CCOCC1>[CH3:11][O:12][C:13]1[CH:18]=[CH:17][CH:16]=[CH:15][C:14]=1[C:19]1[N:24]=[CH:23][N:22]=[C:21]([NH:25][C:2](=[O:3])[NH:35][C:36]2[CH:37]=[C:38]([CH2:42][C:43]([OH:45])=[O:44])[CH:39]=[CH:40][CH:41]=2)[CH:20]=1. Procedure: Phenyl chloroformate (0.15 g, 99 mmol) was added dropwise to a solution of 6-(2-methoxy-phenyl)-pyrimidin-4-ylamine (XXIV) (0.20 g, 0.99 mmol) and DIPEA (0.250 g, 1.98 mmol) in dry dichloromethane (10 ml) at −78° C. and the mixture was allowed to stir overnight at room temperature. Then dichloromethane was evaporated, dry 1,4-dioxane and (3-amino-phenyl)-acetic acid (0.15 g, 0.99 mmol) were added and the mixture was heated overnight at 70° C. The solvent was evaporated and the crude product was ...